From a dataset of the Open Reaction Database (ORD), a public repository of structured organic reaction records. describe an organic reaction: reactants, conditions, products, and yield Product: CC(C)Oc1cc(Nc2nc(NC(C)c3ccc(F)cn3)nc(OCC(O)CO)c2F)n[nH]1. The reactants are CC(C)Oc1cc(Nc2nc(NC(C)c3ccc(F)cn3)nc(OCC3COC(C)(C)O3)c2F)n[nH]1, CO, O, Cc1ccc(S(=O)(=O)O)cc1. As a reaction SMILES: [CH3:1][C:2]1([CH3:36])[O:3][CH2:4][CH:5]([CH2:7][O:8][c:9]2[c:10]([F:35])[c:11]([NH:25][c:26]3[n:27][nH:28][c:29]([O:31][CH:32]([CH3:33])[CH3:34])[cH:30]3)[n:12][c:13]([NH:15][CH:16]([CH3:17])[c:18]3[n:19][cH:20][c:21]([F:24])[cH:22][cH:23]3)[n:14]2)[O:6]1.[CH3:49][OH:50].[OH2:37].[c:38]1([CH3:39])[cH:40][cH:41][c:42]([S:43]([OH:44])(=[O:45])=[O:46])[cH:47][cH:48]1>>[OH:3][CH2:4][CH:5]([OH:6])[CH2:7][O:8][c:9]1[c:10]([F:35])[c:11]([NH:25][c:26]2[n:27][nH:28][c:29]([O:31][CH:32]([CH3:33])[CH3:34])[cH:30]2)[n:12][c:13]([NH:15][CH:16]([CH3:17])[c:18]2[n:19][cH:20][c:21]([F:24])[cH:22][cH:23]2)[n:14]1. Reactants: CC1=C(C(=NO1)C1=CC=CC=C1)C(=O)NN (5-methyl-3-phenyl-isoxazole-4-carboxylic acid hydrazide), C1(CCCCC1)C(=O)O (cyclohexanecarboxylic acid). Product: C1(CCCCC1)C=1OC(=NN1)C=1C(=NOC1C)C1=CC=CC=C1 (2-Cyclohexyl-5-(5-methyl-3-phenyl-isoxazol-4-yl)-[1,3,4]oxadiazole). Yield: 82.0%. As a reaction SMILES: [CH3:1][C:2]1[O:6][N:5]=[C:4]([C:7]2[CH:12]=[CH:11][CH:10]=[CH:9][CH:8]=2)[C:3]=1[C:13]([NH:15][NH2:16])=[O:14].[CH:17]1([C:23](O)=O)[CH2:22][CH2:21][CH2:20][CH2:19][CH2:18]1>>[CH:17]1([C:23]2[O:14][C:13]([C:3]3[C:4]([C:7]4[CH:12]=[CH:11][CH:10]=[CH:9][CH:8]=4)=[N:5][O:6][C:2]=3[CH3:1])=[N:15][N:16]=2)[CH2:22][CH2:21][CH2:20][CH2:19][CH2:18]1. Reported procedure: As described for example 2, 5-methyl-3-phenyl-isoxazole-4-carboxylic acid hydrazide (200 mg, 0.92 mmol) was converted using cyclohexanecarboxylic acid instead of o-toluic acid to the title compound (SiO2, heptane:ethyl acetate:dichloromethane=70:10:20 to 40:40:20, 233 mg, 82%) which was obtained as a white solid. MS: m/e 362.3 [M+H]+. The reactants are C(C1=CC=CC=C1)OC1=C(C(=O)NC2=C(C(=O)OC)C=CC(=C2)C2=CC=CC=C2)C=C(C=C1)C1CCN(CC1)C(C)C (methyl 2-(2-(benzyloxy)-5-(1-isopropylpiperidin-4-yl)benzamido)-4-phenylbenzoate), C(Cl)(Cl)Cl (Chloroform). The reagents and catalysts are [C].[Pd] (palladium-carbon). Run in C(C)(=O)OCC (ethyl acetate), CO (methanol). Run at time 1 hour. Yields the product OC1=C(C(=O)NC2=C(C(=O)OC)C=CC(=C2)C2=CC=CC=C2)C=C(C=C1)C1CCN(CC1)C(C)C (methyl 2-(2-hydroxy-5-(1-isopropylpiperidin-4-yl)benzamido)-4-phenylbenzoate). Yield: 85.3%. RXN SMILES: C([O:8][C:9]1[CH:33]=[CH:32][C:31]([CH:34]2[CH2:39][CH2:38][N:37]([CH:40]([CH3:42])[CH3:41])[CH2:36][CH2:35]2)=[CH:30][C:10]=1[C:11]([NH:13][C:14]1[CH:23]=[C:22]([C:24]2[CH:29]=[CH:28][CH:27]=[CH:26][CH:25]=2)[CH:21]=[CH:20][C:15]=1[C:16]([O:18][CH3:19])=[O:17])=[O:12])C1C=CC=CC=1.C(Cl)(Cl)Cl>C(OCC)(=O)C.CO.[C].[Pd]>[OH:8][C:9]1[CH:33]=[CH:32][C:31]([CH:34]2[CH2:35][CH2:36][N:37]([CH:40]([CH3:42])[CH3:41])[CH2:38][CH2:39]2)=[CH:30][C:10]=1[C:11]([NH:13][C:14]1[CH:23]=[C:22]([C:24]2[CH:29]=[CH:28][CH:27]=[CH:26][CH:25]=2)[CH:21]=[CH:20][C:15]=1[C:16]([O:18][CH3:19])=[O:17])=[O:12] |f:4.5|. Reported procedure: To a solution mixture of the obtained methyl 2-(2-(benzyloxy)-5-(1-isopropylpiperidin-4-yl)benzamido)-4-phenylbenzoate (0.12 g) in ethyl acetate (1.5 mL) and methanol (1.5 mL), 10% palladium-carbon (0.12 g) was added, followed by stirring under a hydrogen atmosphere at room temperature for 1 hour. Chloroform was added to the reaction mixture, and the insoluble substance was removed by filtration. The solvent was evaporated under reduced pressure to obtain 0.086 g of methyl 2-(2-hydroxy-5-(1-isop... Reactants: C(C)O (ethanol), Cl.COC=1C=C(C=CC1OC)C1=CC=CC(=N1)C(=O)N1CCNCC1 (1-[6-(3,4-dimethoxyphenyl)pyridine-2-carbonyl]piperazine monohydrochloride), ClC1=NC=CC(=N1)Cl (2,4-dichloropyrimidine). Solvent: C(C)N(CC)CC (triethylamine). Run at temperature 90 celsius, time 2 hour. The product is O.ClC1=NC=CC(=N1)N1CCN(CC1)C(=O)C1=NC(=CC=C1)C1=CC(=C(C=C1)OC)OC (2-chloro-4-{4-[6-(3,4-dimethoxyphenyl)pyridine-2-carbonyl]piperazin-1-yl}pyrimidine monohydrate). Reaction SMILES: C([OH:3])C.Cl.[CH3:5][O:6][C:7]1[CH:8]=[C:9]([C:15]2[N:20]=[C:19]([C:21]([N:23]3[CH2:28][CH2:27][NH:26][CH2:25][CH2:24]3)=[O:22])[CH:18]=[CH:17][CH:16]=2)[CH:10]=[CH:11][C:12]=1[O:13][CH3:14].[Cl:29][C:30]1[N:35]=[C:34](Cl)[CH:33]=[CH:32][N:31]=1>C(N(CC)CC)C>[OH2:3].[Cl:29][C:30]1[N:35]=[C:34]([N:26]2[CH2:25][CH2:24][N:23]([C:21]([C:19]3[CH:18]=[CH:17][CH:16]=[C:15]([C:9]4[CH:10]=[CH:11][C:12]([O:13][CH3:14])=[C:7]([O:6][CH3:5])[CH:8]=4)[N:20]=3)=[O:22])[CH2:28][CH2:27]2)[CH:33]=[CH:32][N:31]=1 |f:1.2,5.6|. Procedure details: To an ethanol (6 ml) solution of 327 mg of 1-[6-(3,4-dimethoxyphenyl)pyridine-2-carbonyl]piperazine monohydrochloride were added 0.28 ml of triethylamine and 148 mg of 2,4-dichloropyrimidine, followed by 2 hours of stirring at an oil bath temperature of 90° C. After the solvent was evaporated, water was added thereto, followed by extraction with chloroform. The organic layer was washed with water and then dried over anhydrous magnesium sulfate, and thereafter, the solvent was evaporated. The res... Conditions: time 2 hour. Procedure: To a cooled (ice/water) solution of 4.2 g. of 2-ethylthio-4,5-diphenyl-oxazole pre-dissolved in 30 ml. of methylene chloride is added in portions over 5 minutes, 30 g. of m-chloro-peroxybenzoic acid. Examination by TLC after 2 hours indicates the presence of essentially all of the sulfinyl compound (reaction complete). The precipitated m-chloro-benzoic acid is filtered off and the methylene chloride solution is washed successively with a 10 % solution of sodium sulfite and with saturated sodium ... As a reaction SMILES: [CH2:1]([S:3][C:4]1[O:5][C:6]([C:15]2[CH:20]=[CH:19][CH:18]=[CH:17][CH:16]=2)=[C:7]([C:9]2[CH:14]=[CH:13][CH:12]=[CH:11][CH:10]=2)[N:8]=1)[CH3:2].ClC1C=C(C=CC=1)C(OO)=[O:26]>C(Cl)Cl>[CH2:1]([S:3]([C:4]1[O:5][C:6]([C:15]2[CH:20]=[CH:19][CH:18]=[CH:17][CH:16]=2)=[C:7]([C:9]2[CH:14]=[CH:13][CH:12]=[CH:11][CH:10]=2)[N:8]=1)=[O:26])[CH3:2]. Solvent: C(Cl)Cl (methylene chloride). Yields the product C(C)S(=O)C=1OC(=C(N1)C1=CC=CC=C1)C1=CC=CC=C1 (2-ethylsulfinyl-4,5-diphenyl-oxazole). Starting materials: ice water, sulfinyl, C(C)SC=1OC(=C(N1)C1=CC=CC=C1)C1=CC=CC=C1 (2-ethylthio-4,5-diphenyl-oxazole), ClC=1C=C(C(=O)OO)C=CC1 (m-chloro-peroxybenzoic acid).